From a dataset of the Open Reaction Database (ORD), a public repository of structured organic reaction records. describe an organic reaction: reactants, conditions, products, and yield Starting materials: COC(=O)C1Cc2cccc(S(=O)(=O)N3C4CCCC3CN(c3ccc(OC(F)(F)F)cc3)C4)c2C1, CO, FC(F)(F)c1ccc(C2=CCNCC2)cc1, [Li+], C1CCOC1, [OH-]. Product: O=C(O)C1Cc2cccc(S(=O)(=O)N3C4CCCC3CN(c3ccc(OC(F)(F)F)cc3)C4)c2C1. Reaction SMILES: [CH3:1][O:2][C:3](=[O:4])[CH:5]1[CH2:6][c:7]2[cH:8][cH:9][cH:10][c:11]([S:14](=[O:15])(=[O:16])[N:17]3[CH:18]4[CH2:19][N:20]([c:26]5[cH:27][cH:28][c:29]([O:32][C:33]([F:34])([F:35])[F:36])[cH:30][cH:31]5)[CH2:21][CH:22]3[CH2:23][CH2:24][CH2:25]4)[c:12]2[CH2:13]1.[CH3:60][OH:61].[F:44][C:45]([F:46])([F:47])[c:48]1[cH:49][cH:50][c:51]([C:52]2=[CH:57][CH2:56][NH:55][CH2:54][CH2:53]2)[cH:58][cH:59]1.[Li+:38].[O:39]1[CH2:40][CH2:41][CH2:42][CH2:43]1.[OH-:37]>>[O:2]=[C:3]([OH:4])[CH:5]1[CH2:6][c:7]2[cH:8][cH:9][cH:10][c:11]([S:14](=[O:15])(=[O:16])[N:17]3[CH:18]4[CH2:19][N:20]([c:26]5[cH:27][cH:28][c:29]([O:32][C:33]([F:34])([F:35])[F:36])[cH:30][cH:31]5)[CH2:21][CH:22]3[CH2:23][CH2:24][CH2:25]4)[c:12]2[CH2:13]1. Starting materials: ClC1=C(C2=C(CCN(CC2)C(C(F)(F)F)=O)C=C1)OS(=O)(=O)C(F)(F)F (7-chloro-3-(2,2,2-trifluoroacetyl)-6-trifluoromethanesulfonyloxy-2,3,4,5-tetrahydro-1H-benzo[d]azepine), C(C)(C)(C)N1C(N(CC1)CC#C)=O (1-tert-butyl-3-prop-2-ynyl-imidazolidin-2-one). Product: C(C)(C)(C)N1C(N(CC1)CC#CC1=C(C=CC=2CCN(CCC21)C(C(F)(F)F)=O)Cl)=O (6-[3-(3-tert-butyl-2-oxo-imidazolidin-1-yl)-prop-1-ynyl]-7-chloro-3-(2,2,2-trifluoroacetyl)-2,3,4,5-tetrahydro-1H-benzo[d]azepine). The yield is 83.4%. As a reaction SMILES: [Cl:1][C:2]1[CH:18]=[CH:17][C:5]2[CH2:6][CH2:7][N:8]([C:11](=[O:16])[C:12]([F:15])([F:14])[F:13])[CH2:9][CH2:10][C:4]=2[C:3]=1OS(C(F)(F)F)(=O)=O.[C:27]([N:31]1[CH2:35][CH2:34][N:33]([CH2:36][C:37]#[CH:38])[C:32]1=[O:39])([CH3:30])([CH3:29])[CH3:28]>>[C:27]([N:31]1[CH2:35][CH2:34][N:33]([CH2:36][C:37]#[C:38][C:3]2[C:4]3[CH2:10][CH2:9][N:8]([C:11](=[O:16])[C:12]([F:15])([F:14])[F:13])[CH2:7][CH2:6][C:5]=3[CH:17]=[CH:18][C:2]=2[Cl:1])[C:32]1=[O:39])([CH3:30])([CH3:29])[CH3:28]. Procedure details: Use a method similar to the General Procedure 3 to couple 7-chloro-3-(2,2,2-trifluoroacetyl)-6-trifluoromethanesulfonyloxy-2,3,4,5-tetrahydro-1H-benzo[d]azepine (425 mg, 1 mmol) with 1-tert-butyl-3-prop-2-ynyl-imidazolidin-2-one (360 mg, 2 mmol). Purify by chromatography on silica gel eluting with isohexane/EtOAc (19:1 to 3:2 gradient) to give 6-[3-(3-tert-butyl-2-oxo-imidazolidin-1-yl)-prop-1-ynyl]-7-chloro-3-(2,2,2-trifluoroacetyl)-2,3,4,5-tetrahydro-1H-benzo[d]azepine (380 mg, 83%) as a yello... The reactants are ClC1=C(C(=NC=C1)N1C(C=2SC=3CC(CC3C2C=N1)(C)C)=O)C=O (4-Chloro-2-{4,4-dimethyl-9-oxo-7-thia-10,11-diazatricyclo[6.4.0.02,6]dodeca-1(8),2(6),11-trien-10-yl}pyridine-3-carbaldehyde), CN1C(C(=CC(=C1)B1OC(C(O1)(C)C)(C)C)NC1=NOC(=C1)C)=O (1-Methyl-3-(5-methylisoxazol-3-ylamino)-5-(4,4,5,5-tetramethyl-1,3,2-dioxaborolan-2-yl)pyridin-2(1H)-one), [O-]P(=O)([O-])[O-].[K+].[K+].[K+] (K3PO4), C(C)(=O)[O-].[Na+] (sodium acetate). Reagents/catalysts: C1=CC=C(C=C1)P([C-]2C=CC=C2)C3=CC=CC=C3.C1=CC=C(C=C1)P([C-]2C=CC=C2)C3=CC=CC=C3.Cl[Pd]Cl.[Fe+2] (PdCl2(dppf)). The solvent is O (water), C(C)#N (acetonitrile). Run at temperature 100 celsius. Yields the product CC1(CC=2C=3C=NN(C(C3SC2C1)=O)C1=NC=CC(=C1C=O)C1=CN(C(C(=C1)NC1=NOC(=C1)C)=O)C)C (2-{4,4-Dimethyl-9-oxo-7-thia-10,11-diazatricyclo[6.4.0.02,6]dodeca-1(8),2(6),11-trien-10-yl}-4-{1-methyl-5-[(5-methyl-1,2-oxazol-3-yl)amino]-6-oxo-1,6-dihydro-pyridin-3-yl}pyridine-3-carbaldehyde). As a reaction SMILES: Cl[C:2]1[CH:7]=[CH:6][N:5]=[C:4]([N:8]2[N:19]=[CH:18][C:17]3[C:16]4[CH2:15][C:14]([CH3:21])([CH3:20])[CH2:13][C:12]=4[S:11][C:10]=3[C:9]2=[O:22])[C:3]=1[CH:23]=[O:24].[CH3:25][N:26]1[CH:31]=[C:30](B2OC(C)(C)C(C)(C)O2)[CH:29]=[C:28]([NH:41][C:42]2[CH:46]=[C:45]([CH3:47])[O:44][N:43]=2)[C:27]1=[O:48].[O-]P([O-])([O-])=O.[K+].[K+].[K+].C([O-])(=O)C.[Na+]>C1C=CC(P(C2C=CC=CC=2)[C-]2C=CC=C2)=CC=1.C1C=CC(P(C2C=CC=CC=2)[C-]2C=CC=C2)=CC=1.Cl[Pd]Cl.[Fe+2].O.C(#N)C>[CH3:20][C:14]1([CH3:21])[CH2:13][C:12]2[S:11][C:10]3[C:9](=[O:22])[N:8]([C:4]4[C:3]([CH:23]=[O:24])=[C:2]([C:30]5[CH:29]=[C:28]([NH:41][C:42]6[CH:46]=[C:45]([CH3:47])[O:44][N:43]=6)[C:27](=[O:48])[N:26]([CH3:25])[CH:31]=5)[CH:7]=[CH:6][N:5]=4)[N:19]=[CH:18][C:17]=3[C:16]=2[CH2:15]1 |f:2.3.4.5,6.7,8.9.10.11|. Reported procedure: A 50-mL round-bottomed flask equipped with a magnetic stirrer was charged with 4-chloro-2-{4,4-dimethyl-9-oxo-7-thia-10,11-diazatricyclo[6.4.0.02,6]dodeca-1(8),2(6),11-trien-10-yl}pyridine-3-carbaldehyde 282i (72 mg, 0.20 mmol), 288a (102 mg, 0.30 mmol), PdCl2(dppf) (16 mg, 0.020 mmol), K3PO4 (85 mg, 0.40 mmol), sodium acetate (33 mg, 0.40 mmol), acetonitrile (10 mL), and water (0.5 mL). After bubbling nitrogen into the mixture for 10 minutes, a reflux condenser was attached to the flask and the... Starting materials: C[C@H](CC)OC1=CC=C(OCC(=O)OC)C=C1 (methyl (R)-(-)-4-(1-methylpropoxy)phenoxyacetate), CO (methanol), [OH-].[Na+] (NaOH), S(O)(O)(=O)=O (sulfuric acid). The solvent is O (water). Conditions: time 24 hour. Product: C[C@H](CC)OC1=CC=C(OCC(=O)O)C=C1 ((R)-(-)-4-(1-methylpropoxy)phenoxyacetic acid). RXN SMILES: [CH3:1][C@@H:2]([O:5][C:6]1[CH:17]=[CH:16][C:9]([O:10][CH2:11][C:12]([O:14]C)=[O:13])=[CH:8][CH:7]=1)[CH2:3][CH3:4].CO.[OH-].[Na+].S(=O)(=O)(O)O>O>[CH3:1][C@@H:2]([O:5][C:6]1[CH:17]=[CH:16][C:9]([O:10][CH2:11][C:12]([OH:14])=[O:13])=[CH:8][CH:7]=1)[CH2:3][CH3:4] |f:2.3|. Reported procedure: A mixture of the above ester (2.50 g), methanol (20 ml) and 5 ml of 10% NaOH is stirred at RT for 24 hours. The reaction is then worked up by addition of water and 10% sulfuric acid to adjust the pH to 3 and extraction with ether. The combined organic layers are washed with water and with brine, dried, filtered and the filtrate stripped to give (R)-(-)-4-(1-methylpropoxy)phenoxyacetic acid, [α]D20 -21.369°.